From a dataset of the Open Reaction Database (ORD), a public repository of structured organic reaction records. describe an organic reaction: reactants, conditions, products, and yield Reactants: ClC=1C=C(C=CC1)C1=C(C=NO1)CCC(=O)OC (methyl 3-[5-(3-chlorophenyl)-4-isoxazolyl]propionate), [H-].C(C(C)C)[Al+]CC(C)C (diisobutylaluminum hydride), Cl (hydrochloric acid). Solvent: O1CCCC1 (tetrahydrofuran). Conditions: time 1 hour. Yields the product ClC=1C=C(C=CC1)C1=C(C=NO1)CCCO (3-[5-(3-chlorophenyl)-4-isoxazolyl]propan-1-ol). Yield: 106.4%. RXN SMILES: [Cl:1][C:2]1[CH:3]=[C:4]([C:8]2[O:12][N:11]=[CH:10][C:9]=2[CH2:13][CH2:14][C:15](OC)=[O:16])[CH:5]=[CH:6][CH:7]=1.[H-].C([Al+]CC(C)C)C(C)C.Cl>O1CCCC1>[Cl:1][C:2]1[CH:3]=[C:4]([C:8]2[O:12][N:11]=[CH:10][C:9]=2[CH2:13][CH2:14][CH2:15][OH:16])[CH:5]=[CH:6][CH:7]=1 |f:1.2|. Procedure details: To a solution of methyl 3-[5-(3-chlorophenyl)-4-isoxazolyl]propionate (2.50 g) in tetrahydrofuran (30 ml) was gently added diisobutylaluminum hydride (1.0 M hexane solution, 25 ml) at 0° C., and the mixture was stirred at room temperature for 1 hr. The reaction mixture was poured into dilute hydrochloric acid, and the mixture was extracted with ethyl acetate. The ethyl acetate layer was washed with saturated brine, dried (MgSO4) and concentrated. The residue was subjected to silica gel column ch... Starting materials: CO, CS(=O)(=O)N(CC=Cc1cc(C(F)(F)F)cc(C(F)(F)F)c1)CCCCCCC(=O)O. Yields the product CS(=O)(=O)N(CCCCCCC(=O)O)CCCc1cc(C(F)(F)F)cc(C(F)(F)F)c1. As a reaction SMILES: [CH3:32][OH:33].[F:1][C:2]([c:3]1[cH:4][c:5]([CH:13]=[CH:14][CH2:15][N:16]([CH2:17][CH2:18][CH2:19][CH2:20][CH2:21][CH2:22][C:23](=[O:24])[OH:25])[S:26](=[O:27])(=[O:28])[CH3:29])[cH:6][c:7]([C:9]([F:10])([F:11])[F:12])[cH:8]1)([F:30])[F:31]>>[F:1][C:2]([c:3]1[cH:4][c:5]([CH2:13][CH2:14][CH2:15][N:16]([CH2:17][CH2:18][CH2:19][CH2:20][CH2:21][CH2:22][C:23](=[O:24])[OH:25])[S:26](=[O:27])(=[O:28])[CH3:29])[cH:6][c:7]([C:9]([F:10])([F:11])[F:12])[cH:8]1)([F:30])[F:31]. Reactants: COC(CC1=CC(=CC=C1)OC1=C(C=C(C=C1)C(F)(F)F)CN(S(=O)(=O)C1=CC=C(C=C1)N(C=1C=C(C=CC1)C)C)CC)=O ({3-[2-({ethyl-[4-(methyl-m-tolyl-amino)-benzenesulfonyl]-amino}-methyl)-4-trifluoromethyl-phenoxy]-phenyl}-acetic acid methyl ester), [OH-].[Li+] (lithium hydroxide), Cl (HCl). Run in C1CCOC1 (THF). Run at time 8 hour. Yields the product C(C)N(S(=O)(=O)C1=CC=C(C=C1)N(C=1C=C(C=CC1)C)C)CC1=C(OC=2C=C(C=CC2)CC(=O)O)C=CC(=C1)C(F)(F)F ({3-[2-({Ethyl-[4-(methyl-m-tolyl-amino)-benzenesulfonyl]-amino}-methyl)-4-trifluoromethyl-phenoxy]-phenyl}-acetic acid). RXN SMILES: C[O:2][C:3](=[O:44])[CH2:4][C:5]1[CH:10]=[CH:9][CH:8]=[C:7]([O:11][C:12]2[CH:17]=[CH:16][C:15]([C:18]([F:21])([F:20])[F:19])=[CH:14][C:13]=2[CH2:22][N:23]([CH2:42][CH3:43])[S:24]([C:27]2[CH:32]=[CH:31][C:30]([N:33]([CH3:41])[C:34]3[CH:35]=[C:36]([CH3:40])[CH:37]=[CH:38][CH:39]=3)=[CH:29][CH:28]=2)(=[O:26])=[O:25])[CH:6]=1.[OH-].[Li+].Cl>C1COCC1>[CH2:42]([N:23]([CH2:22][C:13]1[CH:14]=[C:15]([C:18]([F:21])([F:19])[F:20])[CH:16]=[CH:17][C:12]=1[O:11][C:7]1[CH:6]=[C:5]([CH2:4][C:3]([OH:44])=[O:2])[CH:10]=[CH:9][CH:8]=1)[S:24]([C:27]1[CH:28]=[CH:29][C:30]([N:33]([CH3:41])[C:34]2[CH:35]=[C:36]([CH3:40])[CH:37]=[CH:38][CH:39]=2)=[CH:31][CH:32]=1)(=[O:25])=[O:26])[CH3:43] |f:1.2|. Procedure: To a solution of crude {3-[2-({ethyl-[4-(methyl-m-tolyl-amino)-benzenesulfonyl]-amino}-methyl)-4-trifluoromethyl-phenoxy]-phenyl}-acetic acid methyl ester (0.013 mmol) in THF was added aqueous lithium hydroxide (3 mL), and the reaction was stirred overnight at room temperature. The mixture was acidified with 1N aqueous HCl and extracted with EtOAc, and the combined organic layers were dried and concentrated. The residue was purified by preparative HPLC to give the title compound. M+H=613.